From a dataset of the Open Reaction Database (ORD), a public repository of structured organic reaction records. describe an organic reaction: reactants, conditions, products, and yield Starting materials: COC(=O)C=1NN=C(C1)OCC=1C(=NOC1C)CCCC (5-(3-butyl-5-methyl-isoxazol-4-ylmethoxy)-2H-pyrazole-3-carboxylic acid methyl ester), COC(=O)C=1NN=C(C1)OCC=1C(=NOC1C)C1=CC=CC=C1 (5-(5-methyl-3-phenyl-isoxazol-4-ylmethoxy)-2H-pyrazole-3-carboxylic acid methyl ester), NC1CCOCC1 (4-aminotetrahydropyran). The product is O1CCC(CC1)NC(=O)C=1NN=C(C1)OCC=1C(=NOC1C)CCCC (5-(3-Butyl-5-methyl-isoxazol-4-ylmethoxy)-2H-pyrazole-3-carboxylic acid (tetrahydro-pyran-4-yl)-amide). Isolated yield 19.0%. As a reaction SMILES: CO[C:3]([C:5]1[NH:6][N:7]=[C:8]([O:10][CH2:11][C:12]2[C:13]([CH2:18][CH2:19][CH2:20][CH3:21])=[N:14][O:15][C:16]=2[CH3:17])[CH:9]=1)=[O:4].COC(C1NN=C(OC[C:33]2[C:34]([C:39]3[CH:44]=CC=CC=3)=[N:35][O:36][C:37]=2C)C=1)=O.NC1CCOCC1>>[O:36]1[CH2:44][CH2:39][CH:34]([NH:35][C:3]([C:5]2[NH:6][N:7]=[C:8]([O:10][CH2:11][C:12]3[C:13]([CH2:18][CH2:19][CH2:20][CH3:21])=[N:14][O:15][C:16]=3[CH3:17])[CH:9]=2)=[O:4])[CH2:33][CH2:37]1. Procedure: As described for example 1b, 5-(3-butyl-5-methyl-isoxazol-4-ylmethoxy)-2H-pyrazole-3-carboxylic acid methyl ester (100 mg, 0.34 mmol), instead of 5-(5-methyl-3-phenyl-isoxazol-4-ylmethoxy)-2H-pyrazole-3-carboxylic acid methyl ester, was converted, using 4-aminotetrahydropyran instead of morpholine, to the title compound (23 mg, 19%) which was obtained as a white solid. MS: m/e=363.0 [M+H]+.